From a dataset of the Open Reaction Database (ORD), a public repository of structured organic reaction records. describe an organic reaction: reactants, conditions, products, and yield Starting materials: ClC=1N=C(C2=C(N1)N(C=C2)COCC[Si](C)(C)C)Cl (2,4-dichloro-7-((2-(trimethylsilyl)ethoxy)methyl)-7H-pyrrolo[2,3-d]pyrimidine), C(C)(C)(C)OC(N[C@@H]1C[C@H](C1)N)=O (tert-butyl((trans)-3-aminocyclobutyl)carbamate), CCN(C(C)C)C(C)C (DIPEA). The solvent is CC(C)O (iPrOH). Run at temperature 70 celsius. The product is C(C)(C)(C)OC(N[C@@H]1C[C@H](C1)NC=1C2=C(N=C(N1)Cl)N(C=C2)COCC[Si](C)(C)C)=O (tert-butyl((trans)-3-((2-chloro-7-((2-(trimethylsilyl)ethoxy)methyl)-7H-pyrrolo[2,3-d]pyrimidin-4-yl)amino)cyclobutyl)carbamate). Yield: 51.9%. Reaction SMILES: [Cl:1][C:2]1[N:3]=[C:4](Cl)[C:5]2[CH:10]=[CH:9][N:8]([CH2:11][O:12][CH2:13][CH2:14][Si:15]([CH3:18])([CH3:17])[CH3:16])[C:6]=2[N:7]=1.[C:20]([O:24][C:25](=[O:32])[NH:26][C@H:27]1[CH2:30][C@H:29]([NH2:31])[CH2:28]1)([CH3:23])([CH3:22])[CH3:21].CCN(C(C)C)C(C)C>CC(O)C>[C:20]([O:24][C:25](=[O:32])[NH:26][C@H:27]1[CH2:30][C@H:29]([NH:31][C:4]2[C:5]3[CH:10]=[CH:9][N:8]([CH2:11][O:12][CH2:13][CH2:14][Si:15]([CH3:18])([CH3:17])[CH3:16])[C:6]=3[N:7]=[C:2]([Cl:1])[N:3]=2)[CH2:28]1)([CH3:23])([CH3:21])[CH3:22]. Procedure: To a mixture of 2,4-dichloro-7-((2-(trimethylsilyl)ethoxy)methyl)-7H-pyrrolo[2,3-d]pyrimidine (342 mg, 1.07 mmol), as prepared in Example 2, step 1, and tert-butyl((trans)-3-aminocyclobutyl)carbamate (200 mg, 1.07 mmol) in iPrOH (4 mL) was added DIPEA (0.5 mL). A stir bar was added to the reaction vessel and it was capped and heated in a reaction block at 70° C. for 2 hrs. The solvent was removed and the product was purified via flash chromatography eluting with a gradient of 12%-100% EtOAc in h... Yields the product FC(F)(F)Oc1ccc(Nc2nc(Cl)nc3c2ncn3C2CCSC2)cc1. Starting materials: CCCCO, CC(C)O, Clc1nc(Cl)c2ncn(C3CCSC3)c2n1, Nc1ccc(OC(F)(F)F)cc1. Reaction SMILES: [CH2:17]([OH:18])[CH2:19][CH2:20][CH3:21].[CH:34]([OH:35])([CH3:36])[CH3:37].[Cl:1][c:2]1[n:3][c:4]([Cl:16])[c:5]2[n:6][cH:7][n:8]([CH:11]3[CH2:12][S:13][CH2:14][CH2:15]3)[c:9]2[n:10]1.[F:22][C:23]([O:24][c:25]1[cH:26][cH:27][c:28]([NH2:31])[cH:29][cH:30]1)([F:32])[F:33]>>[Cl:1][c:2]1[n:3][c:4]([NH:31][c:28]2[cH:27][cH:26][c:25]([O:24][C:23]([F:22])([F:32])[F:33])[cH:30][cH:29]2)[c:5]2[n:6][cH:7][n:8]([CH:11]3[CH2:12][S:13][CH2:14][CH2:15]3)[c:9]2[n:10]1.